Dataset: the Open Reaction Database (ORD), a public repository of structured organic reaction records. Task: describe an organic reaction: reactants, conditions, products, and yield Starting materials: [Al+3], CCOC(=O)c1cn(Cc2ccc(OCc3nc(-c4ccccc4)oc3C)cc2)nc1OCc1ccc(OCc2nc(-c3ccccc3)oc2C)cc1, [H-], [H-], [H-], [H-], [Li+], C1CCOC1, O. Product: Cc1oc(-c2ccccc2)nc1COc1ccc(COc2nn(Cc3ccc(OCc4nc(-c5ccccc5)oc4C)cc3)cc2CO)cc1. Reaction SMILES: [Al+3:2].[CH3:7][c:8]1[c:9]([CH2:19][O:20][c:21]2[cH:22][cH:23][c:24]([CH2:25][n:26]3[n:27][c:28]([O:36][CH2:37][c:38]4[cH:39][cH:40][c:41]([O:44][CH2:45][c:46]5[n:47][c:48](-[c:52]6[cH:53][cH:54][cH:55][cH:56][cH:57]6)[o:49][c:50]5[CH3:51])[cH:42][cH:43]4)[c:29]([C:31](=[O:32])[O:33][CH2:34][CH3:35])[cH:30]3)[cH:58][cH:59]2)[n:10][c:11](-[c:13]2[cH:14][cH:15][cH:16][cH:17][cH:18]2)[o:12]1.[H-:1].[H-:4].[H-:5].[H-:6].[Li+:3].[O:61]1[CH2:62][CH2:63][CH2:64][CH2:65]1.[OH2:60]>>[CH3:7][c:8]1[c:9]([CH2:19][O:20][c:21]2[cH:22][cH:23][c:24]([CH2:25][n:26]3[n:27][c:28]([O:36][CH2:37][c:38]4[cH:39][cH:40][c:41]([O:44][CH2:45][c:46]5[n:47][c:48](-[c:52]6[cH:53][cH:54][cH:55][cH:56][cH:57]6)[o:49][c:50]5[CH3:51])[cH:42][cH:43]4)[c:29]([CH2:31][OH:32])[cH:30]3)[cH:58][cH:59]2)[n:10][c:11](-[c:13]2[cH:14][cH:15][cH:16][cH:17][cH:18]2)[o:12]1. Reactants: O (H2O), ClC1=CC(=C(C=O)C(=C1)F)F (4-Chloro-2,6-difluoro-benzaldehyde), C(C)(C)(C)OC(=O)N1CC(C1)O (3-hydroxy-azetidine-1-carboxylic acid tert-butyl ester), [H-].[Na+] (NaH). Run in CCOC(=O)C (EtOAc), CN(C)C=O (DMF). Conditions: time 18 hour. Product: C(C)(C)(C)OC(=O)N1CC(C1)OC1=C(C(=CC(=C1)Cl)F)C=O (3-(5-Chloro-3-fluoro-2-formyl-phenoxy)-azetidine-1-carboxylic acid tert-butyl ester). Isolated yield 15.2%. Reaction SMILES: [Cl:1][C:2]1[CH:9]=[C:8]([F:10])[C:5]([CH:6]=[O:7])=[C:4](F)[CH:3]=1.[C:12]([O:16][C:17]([N:19]1[CH2:22][CH:21]([OH:23])[CH2:20]1)=[O:18])([CH3:15])([CH3:14])[CH3:13].[H-].[Na+].O>CN(C=O)C.CCOC(C)=O>[C:12]([O:16][C:17]([N:19]1[CH2:22][CH:21]([O:23][C:4]2[CH:3]=[C:2]([Cl:1])[CH:9]=[C:8]([F:10])[C:5]=2[CH:6]=[O:7])[CH2:20]1)=[O:18])([CH3:15])([CH3:13])[CH3:14] |f:2.3|. Reported procedure: To a solution of the title compound of Step A (270 mg, 1.5 mmol) and 3-hydroxy-azetidine-1-carboxylic acid tert-butyl ester (270 mg, 1.5 mmol) in dry DMF (10 mL) at 0° C. was added NaH (60% in mineral oil, 22 mg, 1.5 mmol). After 18 h, H2O and EtOAc were added and the aqueous layer was extracted with EtOAc. The combined organic extracts were dried and concentrated. The crude residue was purified by RP HPLC to provide the title compound (75 mg, 15%). MS (ESI): mass calcd. for C15H17ClFNO4, 329.1;... The reactants are C(CCCCCCCCCC)C1=NOC(=N1)C1=CC=C(C=O)C=C1 (4-(3-undecyl-1,2,4-oxadiazol-5-yl)benzaldehyde), Br.C1(=CC(=CC=C1)CN)C1=CC=CC=C1 (1,1′-biphenyl-3-ylmethylamine hydrobromide). The product is C1(=CC(=CC=C1)CNCC1=CC=C(C=C1)C1=NC(=NO1)CCCCCCCCCCC)C1=CC=CC=C1 (N-(1,1′-biphenyl-3-ylmethyl)-N-[4-(3-undecyl-1,2,4-oxadiazol-5-yl)benzyl]amine). RXN SMILES: [CH2:1]([C:12]1[N:16]=[C:15]([C:17]2[CH:24]=[CH:23][C:20]([CH:21]=O)=[CH:19][CH:18]=2)[O:14][N:13]=1)[CH2:2][CH2:3][CH2:4][CH2:5][CH2:6][CH2:7][CH2:8][CH2:9][CH2:10][CH3:11].Br.[C:26]1([C:34]2[CH:39]=[CH:38][CH:37]=[CH:36][CH:35]=2)[CH:31]=[CH:30][CH:29]=[C:28]([CH2:32][NH2:33])[CH:27]=1>>[C:26]1([C:34]2[CH:39]=[CH:38][CH:37]=[CH:36][CH:35]=2)[CH:31]=[CH:30][CH:29]=[C:28]([CH2:32][NH:33][CH2:21][C:20]2[CH:23]=[CH:24][C:17]([C:15]3[O:14][N:13]=[C:12]([CH2:1][CH2:2][CH2:3][CH2:4][CH2:5][CH2:6][CH2:7][CH2:8][CH2:9][CH2:10][CH3:11])[N:16]=3)=[CH:18][CH:19]=2)[CH:27]=1 |f:1.2|. Reported procedure: The same procedure as employed in the preparation of Example 357 (step a) but using 4-(3-undecyl-1,2,4-oxadiazol-5-yl)benzaldehyde and 1,1′-biphenyl-3-ylmethylamine hydrobromide gave the title compound as an oil. M+(LC/MS(ESI)): 496.5. HPLC (Condition A), Rt: 4.99 min (HPLC purity: 90.9%). Starting materials: O[Si](O[Si](O[Si](O[Si](C)(C)O)(C)C)(C)C)(C)C (1,7-dihydroxy-1,1,3,3,5,5,7,7-octamethyltetrasiloxane), C(C)O[Si](C(C)N(C(C)=O)C)(OCC)OCC (N-1-(triethoxysilyl)ethyl-N-methylacetamide). Reagents/catalysts: C(C)(=O)[O-].[Zn+2].C(C)(=O)[O-] (zinc acetate). Run in C(C)O (ethanol). Yields the product CNC(C)=O (N-methylacetamide), C(C)O[Si](C(C)N(C(C)=O)C)(OCC)OCC (N-1-(triethoxysilyl)ethyl-N-methylacetamide). Reaction SMILES: O[Si](C)(C)O[Si](C)(C)O[Si](C)(C)O[Si](O)(C)C.[CH2:18]([O:20][Si:21]([O:32][CH2:33][CH3:34])([O:29][CH2:30][CH3:31])[CH:22]([N:24]([CH3:28])[C:25](=[O:27])[CH3:26])[CH3:23])[CH3:19]>C([O-])(=O)C.[Zn+2].C([O-])(=O)C.C(O)C>[CH3:22][NH:24][C:25](=[O:27])[CH3:26].[CH2:30]([O:29][Si:21]([O:32][CH2:33][CH3:34])([O:20][CH2:18][CH3:19])[CH:22]([N:24]([CH3:28])[C:25](=[O:27])[CH3:26])[CH3:23])[CH3:31] |f:2.3.4|. Procedure details: 2 g of 1,7-dihydroxy-1,1,3,3,5,5,7,7-octamethyltetrasiloxane were mixed with 3.5 g of N-1-(triethoxysilyl)ethyl-N-methylacetamide, in which 20 mg of zinc acetate had been dissolved. The reaction was followed with the aid of 29Si NMR spectroscopy. After a reaction time of 24 hours at room temperature, the OH groups had reacted quantitatively. The end groups formed were exclusively the desired 1-(N-methylacetamido)ethyldiethoxysiloxy groups. Ethoxydimethylsiloxy groups, which could have formed thr... Reactants: CC(=O)O[BH-](OC(C)=O)OC(C)=O, C1COCCN1, CC(Cl)Cl, [Na+], [Na+], O=C([O-])O, COc1cc(O)ccc1C=O. Yields the product COc1cc(O)ccc1CN1CCOCC1. RXN SMILES: [C:18]([O:19][BH-:20]([O:21][C:22](=[O:23])[CH3:24])[O:25][C:26](=[O:27])[CH3:28])(=[O:29])[CH3:30].[CH2:12]1[CH2:13][O:14][CH2:15][CH2:16][NH:17]1.[Cl:37][CH:38]([Cl:39])[CH3:40].[Na+:31].[Na+:36].[O-:32][C:33]([OH:34])=[O:35].[OH:1][c:2]1[cH:3][c:4]([O:10][CH3:11])[c:5]([CH:6]=[O:7])[cH:8][cH:9]1>>[OH:1][c:2]1[cH:3][c:4]([O:10][CH3:11])[c:5]([CH2:6][N:17]2[CH2:12][CH2:13][O:14][CH2:15][CH2:16]2)[cH:8][cH:9]1.